The task is: describe an organic reaction: reactants, conditions, products, and yield. This data is from the Open Reaction Database (ORD), a public repository of structured organic reaction records. Starting materials: ClC1=NC=2N(C(=C1)Cl)N=CC2 (5,7-Dichloro-pyrazolo[1,5-a]pyrimidine), N1(CCNCC1)C(=O)OC(C)(C)C (tert-butyl piperazine-1-carboxylate). The solvent is COCC(C)O (1-methoxy-2-propanol). Conditions: temperature 110 celsius. Product: ClC1=NC=2N(C(=C1)N1CCN(CC1)C(=O)OC(C)(C)C)N=CC2 (tert-Butyl 4-(5-chloro-pyrazolo[1,5-a]pyrimidin-7-yl)piperazine-1-carboxylate). The yield is 70.2%. As a reaction SMILES: [Cl:1][C:2]1[CH:7]=[C:6](Cl)[N:5]2[N:9]=[CH:10][CH:11]=[C:4]2[N:3]=1.[N:12]1([C:18]([O:20][C:21]([CH3:24])([CH3:23])[CH3:22])=[O:19])[CH2:17][CH2:16][NH:15][CH2:14][CH2:13]1>COCC(O)C>[Cl:1][C:2]1[CH:7]=[C:6]([N:15]2[CH2:14][CH2:13][N:12]([C:18]([O:20][C:21]([CH3:24])([CH3:23])[CH3:22])=[O:19])[CH2:17][CH2:16]2)[N:5]2[N:9]=[CH:10][CH:11]=[C:4]2[N:3]=1. Procedure: 5,7-Dichloro-pyrazolo[1,5-a]pyrimidine (980 mg, 5.2 mmol) and tert-butyl piperazine-1-carboxylate (2.3 g, 12.6 mmol) were dissolved in 1-methoxy-2-propanol (40 ml) and heated under microwave irridation at 110° C. for one hour. The solvent was removed under reduced pressure and the residue purified by column chromatography (silica, pentane/ethylacetate). The raw product was crystallized from ethanol to yield 1.23 g of a crystalline solid (3.65 mmol, 70%). MS (APCI): m/z=338.2 [M+1]+. Reactants: C1(CCC(=O)O1)=O (succinic anhydride), BrC1=CC=C(C=C1)C(CN)C1=CC(=CC=C1)OC (2-(4-bromo-phenyl)-2-(3-methoxy-phenyl)-ethylamine), BrC1=CC=C(C=C1)C(CNC(CCC(=O)O)=O)C1=CC(=CC=C1)OC (N-[2-(4-Bromo-phenyl)-2-(3-methoxy-phenyl)-ethyl]-succinamic acid), crude product, C(C)(=O)Cl (acetyl chloride). Run in C(Cl)Cl (CH2Cl2), C(Cl)Cl (CH2Cl2), CCOC(=O)C (EtOAc). Run at temperature 0 celsius, time 2.5 hour. Yields the product BrC1=CC=C(C=C1)[C@@H]1CN2[C@@H](C3=CC=C(C=C13)OCCCN1CCCCC1)CCC2 (Trans-6-(4-Bromo-phenyl)-8-(3-piperidin-1-yl-propoxy)-1,2,3,5,6,10b-hexahydro-pyrrolo[2,1-a]isoquinoline). Isolated yield 75.0%. Reaction SMILES: [Br:1][C:2]1[CH:7]=[CH:6][C:5]([CH:8]([C:18]2[CH:23]=[CH:22][CH:21]=[C:20]([O:24][CH3:25])[CH:19]=2)[CH2:9][NH:10][C:11](=O)[CH2:12][CH2:13][C:14](O)=O)=[CH:4][CH:3]=1.[C:26]1(=O)OC(=O)C[CH2:27]1.BrC1C=CC([CH:40]([C:43]2[CH:48]=[CH:47]C=C(OC)C=2)[CH2:41][NH2:42])=CC=1.C(Cl)(=O)C>C(Cl)Cl.CCOC(C)=O>[Br:1][C:2]1[CH:3]=[CH:4][C:5]([C@H:8]2[C:18]3[C:23](=[CH:22][CH:21]=[C:20]([O:24][CH2:25][CH2:26][CH2:27][N:42]4[CH2:41][CH2:40][CH2:43][CH2:48][CH2:47]4)[CH:19]=3)[C@H:14]3[CH2:13][CH2:12][CH2:11][N:10]3[CH2:9]2)=[CH:6][CH:7]=1. Procedure: 2-[(4-Bromo-phenyl)-(3-methoxy-phenyl)-methyl]-malonic acid diethyl ester. A 0° C. solution of 3-methoxyphenyl magnesium bromide (1 M in THF; 414 mL, 0.414 mol) was treated with a solution of 2-(4-bromo-benzylidene)-malonic acid dimethyl ester (114.7 g, 0.3506 mol) in diethyl ether (250 mL), via cannula, over the course of 18 min. The mixture was stirred at 0° C. for 1 h and then was allowed to warm to rt. After 2 h, the reaction was quenched with satd. aq. NH4Cl, and extracted with diethyl ethe... As a reaction SMILES: [CH3:12][C:13](=[O:14])[O:15][C:16](=[O:17])[CH3:18].[CH3:25][N:26]([CH3:27])[c:28]1[cH:29][cH:30][n:31][cH:32][cH:33]1.[Cl:1][c:2]1[cH:3][cH:4][c:5]2[n:6]([n:7]1)[cH:8][c:9]([NH2:11])[n:10]2.[Cl:34][CH2:35][Cl:36].[cH:19]1[cH:20][cH:21][n:22][cH:23][cH:24]1>>[Cl:1][c:2]1[cH:3][cH:4][c:5]2[n:6]([n:7]1)[cH:8][c:9]([NH:11][C:13]([CH3:12])=[O:14])[n:10]2. Product: CC(=O)Nc1cn2nc(Cl)ccc2n1. The reactants are CC(=O)OC(C)=O, CN(C)c1ccncc1, Nc1cn2nc(Cl)ccc2n1, ClCCl, c1ccncc1. Starting materials: O=C(NCCCC1=CC(F)=CC=C1F)C(F)(F)F. The reagents and catalysts are O1B(OC(C)(C)C1(C)C)B2OC(C)(C)C(O2)(C)C, O=S(=O)([O-])CC=1C=NC(=CC1)C2=NC=C(C=C2)C.CCCC[N+](CCCC)(CCCC)CCCC, C[OH2+].C[OH2+].C1CC=CCCC=C1.C1CC=CCCC=C1.[Ir].[Ir]. Solvent: O1CCCC1. Run at temperature 35 celsius, time 20 hour. Yields the product O=C(NCCCC=1C=C(F)C=C(B2OC(C)(C)C(O2)(C)C)C1F)C(F)(F)F, O=C(NCCCC=1C=C(F)C(=CC1F)B2OC(C)(C)C(O2)(C)C)C(F)(F)F. The yield is 12.0%. Reported procedure: Following general procedure F using N‐(3‐(2,5‐difluorophenyl)propyl)‐2,2,2‐trifluoroacetamide (66.8 mg, 0.25 mmol), B2pin2 (127 mg, 0.50 mmol), [Ir(COD)OMe]2 (2.5 mg, 0.00375 mmol) and 1A (3.8 mg, 0.0075 mmol) in THF (1.25 mL). The reaction was stirred at 35 °C for 20 hours before cooling and the solvents removed. Analysis of crude 1 H NMR using internal standard 1,2‐dimethoxyethane showed 5.2:1 meta:para borylation in 99% yield. The crude product was purified by silica gel chromatography (Pet. ... Reactants: ClCCl, O=C(O)C(F)(F)F, CC(C)(C)OC(=O)N1CC(O)C(NC(=O)CNC(=O)c2cccc(C(F)(F)F)c2)C1. Product: O=C(CNC(=O)c1cccc(C(F)(F)F)c1)NC1CNCC1O. RXN SMILES: [Cl:31][CH2:32][Cl:33].[F:34][C:35]([F:36])([F:37])[C:38]([OH:39])=[O:40].[OH:1][CH:2]1[CH2:3][N:4]([C:24]([O:25][C:26]([CH3:27])([CH3:28])[CH3:29])=[O:30])[CH2:5][CH:6]1[NH:7][C:8]([CH2:9][NH:10][C:11]([c:12]1[cH:13][c:14]([C:18]([F:19])([F:20])[F:21])[cH:15][cH:16][cH:17]1)=[O:22])=[O:23]>>[OH:1][CH:2]1[CH2:3][NH:4][CH2:5][CH:6]1[NH:7][C:8]([CH2:9][NH:10][C:11]([c:12]1[cH:13][c:14]([C:18]([F:19])([F:20])[F:21])[cH:15][cH:16][cH:17]1)=[O:22])=[O:23].